From a dataset of the Open Reaction Database (ORD), a public repository of structured organic reaction records. describe an organic reaction: reactants, conditions, products, and yield The yield is 34.1%. Solvent: O (water), O (water), O1CCOCC1 (dioxane), O1CCOCC1 (dioxane). Procedure details: A mixture of 0.438 g of N,N-diethylbromobenzenesulfonamide, 0.42 g of bis-(pinacolato)diboron, 0.025 g of 1,1′-bis-(diphenylphosphino)-ferrocene, 0.033 g of [1,1′-bis(diphenyl-phosphino)ferrocene]palladium-dichloride (complex with CH2Cl2), 0.442 g of potassium acetate in 6 ml of degassed dioxane are heated to 90° C. in a sealed tube under N2 for 7 hours. To the resulting mixture 10 ml of degassed dioxane, 0.371 g of 2-[2-(4-methoxypyridin-2-yl)ethyl]-6-iodo-3H-imidazo[4,5-b]pyridine (starting ma... As a reaction SMILES: [CH2:1]([N:3]([CH2:14][CH3:15])[S:4]([C:7]1[CH:12]=[CH:11][CH:10]=[CH:9][C:8]=1Br)(=[O:6])=[O:5])[CH3:2].B1(B2OC(C)(C)C(C)(C)O2)OC(C)(C)C(C)(C)O1.C([O-])(=O)C.[K+].[CH3:39][O:40][C:41]1[CH:46]=[CH:45][N:44]=[C:43]([CH2:47][CH2:48][C:49]2[NH:58][C:52]3=[N:53][CH:54]=[C:55](I)[CH:56]=[C:51]3[N:50]=2)[CH:42]=1.C(=O)([O-])[O-].[K+].[K+].[Cl-].[Li+]>O1CCOCC1.O.C1(P(C2C=CC=CC=2)[C-]2C=CC=C2)C=CC=CC=1.[C-]1(P(C2C=CC=CC=2)C2C=CC=CC=2)C=CC=C1.[Fe+2]>[CH2:1]([N:3]([CH2:14][CH3:15])[S:4]([C:7]1[CH:12]=[CH:11][C:10]([C:55]2[CH:56]=[C:51]3[N:50]=[C:49]([CH2:48][CH2:47][C:43]4[CH:42]=[C:41]([O:40][CH3:39])[CH:46]=[CH:45][N:44]=4)[NH:58][C:52]3=[N:53][CH:54]=2)=[CH:9][CH:8]=1)(=[O:6])=[O:5])[CH3:2] |f:2.3,5.6.7,8.9,12.13.14|. Conditions: temperature 90 celsius. The product is C(C)N(S(=O)(=O)C1=CC=C(C=C1)C=1C=C2C(=NC1)NC(=N2)CCC2=NC=CC(=C2)OC)CC (N,N-Diethyl-4-{2-[2-(4-methoxypyridin-2-yl)ethyl]-3H-imidazo-[4,5-b]pyridin-6-yl}benzenesulfonamide). The reactants are COC1=CC(=NC=C1)CCC1=NC=2C(=NC=C(C2)I)N1 (2-[2-(4-methoxypyridin-2-yl)ethyl]-6-iodo-3H-imidazo[4,5-b]pyridine), COC1=CC(=NC=C1)CCC1=NC=2C(=NC=C(C2)I)N1 (2-[2-(4-methoxypyridin-2-yl)ethyl]-6-iodo-3H-imidazo[4,5-b]pyridine), tetrakis(triphenylphos-phine)-palladium(0), C([O-])([O-])=O.[K+].[K+] (potassium carbonate), [Cl-].[Li+] (lithium chloride), C(C)N(S(=O)(=O)C1=C(C=CC=C1)Br)CC (N,N-diethylbromobenzenesulfonamide), B1(OC(C(O1)(C)C)(C)C)B2OC(C(O2)(C)C)(C)C (bis-(pinacolato)diboron), [1,1′-bis(diphenyl-phosphino)ferrocene]palladium-dichloride, C(C)(=O)[O-].[K+] (potassium acetate). Reagents/catalysts: C1(=CC=CC=C1)P([C-]1C=CC=C1)C1=CC=CC=C1.[C-]1(C=CC=C1)P(C1=CC=CC=C1)C1=CC=CC=C1.[Fe+2] (1,1′-bis-(diphenylphosphino)-ferrocene).